This data is from the Open Reaction Database (ORD), a public repository of structured organic reaction records. The task is: describe an organic reaction: reactants, conditions, products, and yield Starting materials: Cl (HCl), C(C)(C)(C)OC(N[C@@](CCC1=CC=C(C=C1)OCCCCCCC)(C)CO)=O ([(R)-3-(4-heptyloxy-phenyl)-1-hydroxymethyl-1-methyl-propyl]-carbamic acid tert-butyl ester), N1=CC=CC=C1 (pyridine), S(=O)(Cl)Cl (thionyl chloride). Solvent: CCOC(=O)C (AcOEt), C(C)#N (acetonitril), C(C)#N (acetonitril). Conditions: temperature -10 celsius. The product is C(C)(C)(C)OC(=O)N1[S@@](OCC1(C)CCC1=CC=C(C=C1)OCCCCCCC)=O ((R)-4-[2-(4-Heptyloxy-phenyl)-ethyl]-4-methyl-2-oxo-[1,2,3]oxathiazolidine-3-carboxylic acid tert-butyl ester). RXN SMILES: [S:1](Cl)(Cl)=[O:2].[C:5]([O:9][C:10](=[O:32])[NH:11][C@:12]([CH2:30][OH:31])([CH3:29])[CH2:13][CH2:14][C:15]1[CH:20]=[CH:19][C:18]([O:21][CH2:22][CH2:23][CH2:24][CH2:25][CH2:26][CH2:27][CH3:28])=[CH:17][CH:16]=1)([CH3:8])([CH3:7])[CH3:6].N1C=CC=CC=1.Cl>C(#N)C.CCOC(C)=O>[C:5]([O:9][C:10]([N:11]1[C:12]([CH2:13][CH2:14][C:15]2[CH:16]=[CH:17][C:18]([O:21][CH2:22][CH2:23][CH2:24][CH2:25][CH2:26][CH2:27][CH3:28])=[CH:19][CH:20]=2)([CH3:29])[CH2:30][O:31][S@:1]1=[O:2])=[O:32])([CH3:8])([CH3:7])[CH3:6]. Procedure details: A stirred solution of thionyl chloride (0.14 ml, 1.91 mMol) in acetonitril (10 ml) is cooled to −40° C. At this temperature, a solution of [(R)-3-(4-heptyloxy-phenyl)-1-hydroxymethyl-1-methyl-propyl]-carbamic acid tert-butyl ester (300 mg, 0.76 mMol) in acetonitril (5 ml), and pyridine (0.31 ml, 3.81 mMol) are added successively. The mixture is allowed to warm to −10° C. over 2.5 hours. The reaction mixture is then poured onto a biphasic mixture of AcOEt and HCl (aqueous, 1 M). The aqueous phase... The reactants are ClP(OCC)OCC (diethyl chlorophosphonite), C(C)(C)(C)C=1C=C(C=C(C1OC)C(C)(C)C)P(C1=C(C=CC=C1)Br)C1=CC(=C(C(=C1)C(C)(C)C)OC)C(C)(C)C (bis(3,5-di-t-butyl-4-methoxyphenyl)(2-bromophenyl)phosphine). The solvent is O1CCCC1 (THF), O1CCCC1 (THF), O1CCCC1 (tetrahydrofuran). Reaction conditions: temperature -78 celsius, time 1 hour. Yields the product C(C)(C)(C)C=1C=C(C=C(C1OC)C(C)(C)C)P(C1=C(C=CC=C1)P(OCC)OCC)C1=CC(=C(C(=C1)C(C)(C)C)OC)C(C)(C)C (Diethyl 2-[bis(3,5-di-t-butyl-4-methoxyphenyl)phosphino]phenylphosphonite). Isolated yield 91.5%. As a reaction SMILES: [C:1]([C:5]1[CH:6]=[C:7]([P:17]([C:25]2[CH:30]=[C:29]([C:31]([CH3:34])([CH3:33])[CH3:32])[C:28]([O:35][CH3:36])=[C:27]([C:37]([CH3:40])([CH3:39])[CH3:38])[CH:26]=2)[C:18]2[CH:23]=[CH:22][CH:21]=[CH:20][C:19]=2Br)[CH:8]=[C:9]([C:13]([CH3:16])([CH3:15])[CH3:14])[C:10]=1[O:11][CH3:12])([CH3:4])([CH3:3])[CH3:2].Cl[P:42]([O:46][CH2:47][CH3:48])[O:43][CH2:44][CH3:45]>O1CCCC1>[C:1]([C:5]1[CH:6]=[C:7]([P:17]([C:25]2[CH:30]=[C:29]([C:31]([CH3:34])([CH3:33])[CH3:32])[C:28]([O:35][CH3:36])=[C:27]([C:37]([CH3:40])([CH3:39])[CH3:38])[CH:26]=2)[C:18]2[CH:23]=[CH:22][CH:21]=[CH:20][C:19]=2[P:42]([O:46][CH2:47][CH3:48])[O:43][CH2:44][CH3:45])[CH:8]=[C:9]([C:13]([CH3:16])([CH3:15])[CH3:14])[C:10]=1[O:11][CH3:12])([CH3:4])([CH3:3])[CH3:2]. Procedure: Into a four-neck flask was weighed 15.00 g (24.0 mmol) of the bis(3,5-di-t-butyl-4-methoxyphenyl)(2-bromophenyl)phosphine (7). The atmosphere of the reaction vessel which was fitted with a thermometer, a condenser tube, and a dropping funnel with a pressure-equalizing tube was completely replaced with nitrogen, and 150 mL of anhydrous tetrahydrofuran (hereinafter referred to as THF) was added thereto. Thereto was added dropwise 16.2 mL (25.2 mmol) of n-butyllithium-hexane (1.6 M) solution at −78... Reaction SMILES: Cl.[NH2:2][OH:3].[CH3:4][N:5]1[C:10](=[O:11])[CH:9]=[CH:8][C:7]([C:12](=O)[CH2:13][C@H:14]([C:22]2[CH:27]=[CH:26][C:25]([CH2:28][C:29]([OH:31])=[O:30])=[CH:24][CH:23]=2)[C:15]2[CH:20]=[CH:19][CH:18]=[CH:17][C:16]=2[CH3:21])=[CH:6]1.C(=O)([O-])O.[Na+]>>[OH:3]/[N:2]=[C:12](/[C:7]1[CH:8]=[CH:9][C:10](=[O:11])[N:5]([CH3:4])[CH:6]=1)\[CH2:13][C@H:14]([C:22]1[CH:23]=[CH:24][C:25]([CH2:28][C:29]([OH:31])=[O:30])=[CH:26][CH:27]=1)[C:15]1[CH:20]=[CH:19][CH:18]=[CH:17][C:16]=1[CH3:21] |f:0.1.2,3.4|. The reactants are Cl.NO.CN1C=C(C=CC1=O)C(C[C@@H](C1=C(C=CC=C1)C)C1=CC=C(C=C1)CC(=O)O)=O ((R)-2-(4-(3-(1-methyl-6-oxo-1,6-dihydropyridin-3-yl)-3-oxo-1-o-tolylpropyl)phenyl)acetic acid hydroxylamine hydrochloride), C(O)([O-])=O.[Na+] (sodium hydrogencarbonate). Procedure: In analogy to example 1, step 2, from and (R)-2-(4-(3-(1-methyl-6-oxo-1,6-dihydropyridin-3-yl)-3-oxo-1-o-tolylpropyl)phenyl)acetic acid hydroxylamine hydrochloride in the presence of sodium hydrogencarbonate was prepared the title compound as an off-white solid, MS (ESI+): m/z=405.4 [M+H]+. Product: O\N=C(/C[C@@H](C1=C(C=CC=C1)C)C1=CC=C(C=C1)CC(=O)O)\C1=CN(C(C=C1)=O)C ((R,E)-2-(4-(3-(Hydroxyimino)-3-(1-methyl-6-oxo-1,6-dihydropyridin-3-yl)-1-o-tolylpropyl)phenyl)acetic acid). Starting materials: C(C)N1CCN(CC2=C1C=C(C=C2)N)CC (1,4-Diethyl-2,3,4,5-tetrahydro-1H-benzo[e][1,4]diazepin-8-ylamine), ClC1=NC=C(C(=N1)N[C@H]1[C@H]([C@@H]2C=C[C@H]1C2)C(=O)N)Cl ((1S,2S,3R,4R)-3-(2,5-Dichloro-pyrimidin-4-ylamino)-bicyclo[2.2.1]hept-5-ene-2-carboxylic acid amide). Product: ClC=1C(=NC(=NC1)NC1=CC2=C(CN(CCN2CC)CC)C=C1)N[C@H]1[C@H]([C@@H]2C=C[C@H]1C2)C(=O)N ((1S,2S,3R,4R)-3[5-Chloro-2-(1,4-diethyl-2,3,4,5-tetrahydro-1H-1,4-benzodiazepin-8-ylamino)-pyrimidin-4ylamino]-bicyclo[2.2.1]hept-5-ene-2-carboxylic acid amide), solid. The yield is 35.0%. As a reaction SMILES: [CH2:1]([N:3]1[C:9]2[CH:10]=[C:11]([NH2:14])[CH:12]=[CH:13][C:8]=2[CH2:7][N:6]([CH2:15][CH3:16])[CH2:5][CH2:4]1)[CH3:2].Cl[C:18]1[N:23]=[C:22]([NH:24][C@@H:25]2[C@@H:30]3[CH2:31][C@@H:27]([CH:28]=[CH:29]3)[C@@H:26]2[C:32]([NH2:34])=[O:33])[C:21]([Cl:35])=[CH:20][N:19]=1>>[Cl:35][C:21]1[C:22]([NH:24][C@@H:25]2[C@@H:30]3[CH2:31][C@@H:27]([CH:28]=[CH:29]3)[C@@H:26]2[C:32]([NH2:34])=[O:33])=[N:23][C:18]([NH:14][C:11]2[CH:12]=[CH:13][C:8]3[CH2:7][N:6]([CH2:15][CH3:16])[CH2:5][CH2:4][N:3]([CH2:1][CH3:2])[C:9]=3[CH:10]=2)=[N:19][CH:20]=1. Procedure details: The title compound was prepared from 1,4-Diethyl-2,3,4,5-tetrahydro-1H-benzo[e][1,4]diazepin-8-ylamine and (1S,2S,3R,4R)-3-(2,5-Dichloro-pyrimidin-4-ylamino)-bicyclo[2.2.1]hept-5-ene-2-carboxylic acid amide in an analogous manner to example 712. Product was isolated as a tan solid (0.034 g, 35%). Mp 117-120° C.; LCMS (m/e) 482 (M); 1H-NMR (DMSO, 400 MHz) δ 9.11 (s, 1H), 7.94 (s, 1H), 7.72 (s, 1H), 7.70 (d, 1H, J=7.83 Hz), 7.39-41 (d, 1H, J=8.59 Hz), 7.26 (s, 1H), 7.14 (s, 1H), 6.99-7.01 (d, 1H, ... The reactants are CC1=NC(=CC=C1)C (2,6-dimethylpyridine), ClC1=CC=C2C=C(N=C(C2=C1)O[C@@H]1CNCC1)C1=NNC(N1)=O ((S)-3-(7-chloro-1-(pyrrolidin-3-yloxy)isoquinolin-3-yl)-1H-1,2,4-triazol-5(4H)-one), C(C=C)(=O)Cl (acryloyl chloride). Solvent: C(Cl)Cl (DCM). Run at temperature 0 celsius. Product: C(C=C)(=O)N1C[C@H](CC1)OC1=NC(=CC2=CC=C(C=C12)Cl)C1=NNC(N1)=O ((S)-3-(1-((1-acryloylpyrrolidin-3-yl)oxy)-7-chloroisoquinolin-3-yl)-1H-1,2,4-triazol-5(4H)-one). The yield is 18.6%. As a reaction SMILES: [Cl:1][C:2]1[CH:11]=[C:10]2[C:5]([CH:6]=[C:7]([C:18]3[NH:22][C:21](=[O:23])[NH:20][N:19]=3)[N:8]=[C:9]2[O:12][C@H:13]2[CH2:17][CH2:16][NH:15][CH2:14]2)=[CH:4][CH:3]=1.CC1C=CC=C(C)N=1.[C:32](Cl)(=[O:35])[CH:33]=[CH2:34]>C(Cl)Cl>[C:32]([N:15]1[CH2:16][CH2:17][C@H:13]([O:12][C:9]2[C:10]3[C:5](=[CH:4][CH:3]=[C:2]([Cl:1])[CH:11]=3)[CH:6]=[C:7]([C:18]3[NH:22][C:21](=[O:23])[NH:20][N:19]=3)[N:8]=2)[CH2:14]1)(=[O:35])[CH:33]=[CH2:34]. Reported procedure: To a mixture of (S)-3-(7-chloro-1-(pyrrolidin-3-yloxy)isoquinolin-3-yl)-1H-1,2,4-triazol-5(4H)-one (180 mg, 0.489 mmol) in DCM (10 mL) was added 2,6-dimethylpyridine (157 mg, 1.467 mmol) at −20° C. followed by the dropwise addition of acryloyl chloride (88 mg, 0.978 mmol, 10 mg/mL in dry DCM). The reaction mixture was warmed to 0° C. over a 30 minute period. The reaction was quenched with MeOH (5 mL) and the mixture concentrated in vacuo. The crude product was purified by preparative HPLC to giv...